Dataset: the Open Reaction Database (ORD), a public repository of structured organic reaction records. Task: describe an organic reaction: reactants, conditions, products, and yield Starting materials: NC1=C(C=C(C=2C(C3=CC=CC=C3C(C12)=O)=O)Br)S(=O)(=O)O (1-amino-4-bromo-anthraquinone-2-sulphonic acid), N (ammonia). Solvent: O (water). The product is NC1=C(C=C(C=2C(C3=CC=CC=C3C(C12)=O)=O)N)S(=O)(=O)O (1,4-diamino-anthraquinone-2-sulphonic acid). RXN SMILES: [NH2:1][C:2]1[C:15]2[C:14](=[O:16])[C:13]3[C:8](=[CH:9][CH:10]=[CH:11][CH:12]=3)[C:7](=[O:17])[C:6]=2[C:5](Br)=[CH:4][C:3]=1[S:19]([OH:22])(=[O:21])=[O:20].[NH3:23]>O>[NH2:1][C:2]1[C:15]2[C:14](=[O:16])[C:13]3[C:8](=[CH:9][CH:10]=[CH:11][CH:12]=3)[C:7](=[O:17])[C:6]=2[C:5]([NH2:23])=[CH:4][C:3]=1[S:19]([OH:22])(=[O:21])=[O:20]. Reported procedure: It must be described as extremely suprising that the reaction of 1-amino-4-bromo-anthraquinone-2-sulphonic acid with ammonia in water under the reaction conditions employed, under pressure, should take place so uniformly and smoothly to give 1,4-diamino-anthraquinone-2-sulphonic acid, without the formation of significant amounts of 1-amino-4-hydroxy-anthraquinone-2-sulphonic acid, as reported in German Patent Specification No. 1,142,174. Starting materials: C(C)(C)(C)OC(=O)N1N=C(C2=CC(=CC=C12)OP(=O)(C1=CC=CC=C1)C)C=1N(C2=CC=C(C=C2C1)OCCN1CCOCC1)C(=O)OC(C)(C)C (3-[1-tert-butoxycarbonyl-5-(2-morpholin-4-ylethoxy)-1H-indol-2-yl]-5-(methylphenylphosphinoyloxy)indazole-1-carboxylic acid tert-butyl ester). The solvent is ClCCl (dichloromethane), FC(C(=O)O)(F)F (trifluoroacetic acid). Reaction conditions: time 4 hour. Product: N1(CCOCC1)CCOC=1C=C2C=C(NC2=CC1)C1=NNC2=CC=C(C=C12)OP(=O)(C1=CC=CC=C1)C (methylphenylphosphinic acid 3-[5-(2-morpholin-4-ylethoxy)-1H-indol-2-yl]-1H-indazol-5-yl ester). The yield is 67.4%. As a reaction SMILES: C(OC([N:8]1[C:16]2[C:11](=[CH:12][C:13]([O:17][P:18]([CH3:26])([C:20]3[CH:25]=[CH:24][CH:23]=[CH:22][CH:21]=3)=[O:19])=[CH:14][CH:15]=2)[C:10]([C:27]2[N:28](C(OC(C)(C)C)=O)[C:29]3[C:34]([CH:35]=2)=[CH:33][C:32]([O:36][CH2:37][CH2:38][N:39]2[CH2:44][CH2:43][O:42][CH2:41][CH2:40]2)=[CH:31][CH:30]=3)=[N:9]1)=O)(C)(C)C>ClCCl.FC(F)(F)C(O)=O>[N:39]1([CH2:38][CH2:37][O:36][C:32]2[CH:33]=[C:34]3[C:29](=[CH:30][CH:31]=2)[NH:28][C:27]([C:10]2[C:11]4[C:16](=[CH:15][CH:14]=[C:13]([O:17][P:18]([CH3:26])([C:20]5[CH:21]=[CH:22][CH:23]=[CH:24][CH:25]=5)=[O:19])[CH:12]=4)[NH:8][N:9]=2)=[CH:35]3)[CH2:40][CH2:41][O:42][CH2:43][CH2:44]1. Reported procedure: A solution of 10.5 mg of 3-[1-tert-butoxycarbonyl-5-(2-morpholin-4-ylethoxy)-1H-indol-2-yl]-5-(methylphenylphosphinoyloxy)indazole-1-carboxylic acid tert-butyl ester in a mixture of 500 μl of dichloromethane and 500 μl of trifluoroacetic acid is agitated at ambient temperature for 4 hours. The reaction medium is evaporated under a stream of nitrogen and then redissolved in 1.4 ml of DMSO. The solution obtained is stirred at 60° C. for 3 days and then purified by LC/MS to obtain 5.1 mg of methylp... Starting materials: [N+](=O)([O-])C=1C=C(C=CC1[N+](=O)[O-])F (3,4-dinitrofluorobenzene), resultant mixture, [H-].[Na+] (Sodium hydride), C(=O)(OC(C)(C)C)N1CCC(CC1)CCO (N-Boc-4-piperidine ethanol). The solvent is C(C)(=O)OCC (ethyl acetate), C1CCOC1 (THF). The product is C(C)(C)(C)OC(=O)N1CCC(CC1)CCOC1=CC(=C(C=C1)[N+](=O)[O-])[N+](=O)[O-] (4-[2-(3,4-dinitro-phenoxy)-ethyl]-piperidine-1-carboxylic acid tert-butyl ester), oil. Isolated yield 46.0%. Reaction SMILES: [H-].[Na+].[C:3]([N:10]1[CH2:15][CH2:14][CH:13]([CH2:16][CH2:17][OH:18])[CH2:12][CH2:11]1)([O:5][C:6]([CH3:9])([CH3:8])[CH3:7])=[O:4].[N+:19]([C:22]1[CH:23]=[C:24](F)[CH:25]=[CH:26][C:27]=1[N+:28]([O-:30])=[O:29])([O-:21])=[O:20]>C1COCC1.C(OCC)(=O)C>[C:6]([O:5][C:3]([N:10]1[CH2:15][CH2:14][CH:13]([CH2:16][CH2:17][O:18][C:24]2[CH:25]=[CH:26][C:27]([N+:28]([O-:30])=[O:29])=[C:22]([N+:19]([O-:21])=[O:20])[CH:23]=2)[CH2:12][CH2:11]1)=[O:4])([CH3:9])([CH3:8])[CH3:7] |f:0.1|. Reported procedure: Sodium hydride (60% dispersion in mineral oil, 0.096 g, 2.4 mmol) was added in several portions to a solution of N-Boc-4-piperidine ethanol (0.550 g, 2.4 mmol) in THF (20 ml). To this mixture was added a solution of 3,4-dinitrofluorobenzene (0.372 g, 2.0 mmol) and the resultant mixture was stirred at ambient temperature for 16 h. The reaction mixture was diluted with ethyl acetate (100 ml), washed with water (60 ml) and the aqueous phase back extracted with ethyl acetate (3×50 ml). The combined ... Reactants: NC1=CC(=C(C(=O)NC2CN(N(C2)CC)CC)C=C1Cl)OC (4-Amino-5-chloro-2-methoxy-N-(1,2-diethyl-4-pyrazolidinyl)benzamide), C(CCC(=O)O)(=O)O (succinic acid), C(C)(C)OC(C)C (Isopropyl ether). The solvent is C(C)(C)O (isopropyl alcohol). The product is C(CCC(=O)O)(=O)O.NC1=CC(=C(C(=O)NC2CN(N(C2)CC)CC)C=C1Cl)OC (4-Amino-5-chloro-2-methoxy-N-(1,2-diethyl-4-pyrazolidinyl)benzamide succinate). RXN SMILES: [NH2:1][C:2]1[C:19]([Cl:20])=[CH:18][C:5]([C:6]([NH:8][CH:9]2[CH2:13][N:12]([CH2:14][CH3:15])[N:11]([CH2:16][CH3:17])[CH2:10]2)=[O:7])=[C:4]([O:21][CH3:22])[CH:3]=1.[C:23]([OH:30])(=[O:29])[CH2:24][CH2:25][C:26]([OH:28])=[O:27].C(OC(C)C)(C)C>C(O)(C)C>[C:23]([OH:30])(=[O:29])[CH2:24][CH2:25][C:26]([OH:28])=[O:27].[NH2:1][C:2]1[C:19]([Cl:20])=[CH:18][C:5]([C:6]([NH:8][CH:9]2[CH2:13][N:12]([CH2:14][CH3:15])[N:11]([CH2:16][CH3:17])[CH2:10]2)=[O:7])=[C:4]([O:21][CH3:22])[CH:3]=1 |f:4.5|. Procedure: 4-Amino-5-chloro-2-methoxy-N-(1,2-diethyl-4-pyrazolidinyl)benzamide as prepared in Example 6 of U.S. Pat. No. 4,207,327 was added to an isopropyl alcohol solution containing a molecularly equivalent amount of succinic acid. Isopropyl ether was added to precipitate the succinate salt which was then recrystallized from isopropyl ether-isopropyl alcohol mixture. The salt was vacuum dried at 60° C., m.p. 99°-101° C.